This data is from the Open Reaction Database (ORD), a public repository of structured organic reaction records. The task is: describe an organic reaction: reactants, conditions, products, and yield Reactants: OC1=C(N)C=CC(=C1)[N+](=O)[O-] (2-hydroxy 4-nitro aniline), FC1=C(C=CC=C1)N=C=O (2-fluoro phenyl isocyanate). Product: OC1=C(C=CC(=C1)[N+](=O)[O-])NC(=O)NC1=C(C=CC=C1)F (N-(2-hydroxy-4-nitrophenyl)-N′-(2-fluorophenyl)urea). Yield: 62.5%. As a reaction SMILES: [OH:1][C:2]1[CH:8]=[C:7]([N+:9]([O-:11])=[O:10])[CH:6]=[CH:5][C:3]=1[NH2:4].[F:12][C:13]1[CH:18]=[CH:17][CH:16]=[CH:15][C:14]=1[N:19]=[C:20]=[O:21]>>[OH:1][C:2]1[CH:8]=[C:7]([N+:9]([O-:11])=[O:10])[CH:6]=[CH:5][C:3]=1[NH:4][C:20]([NH:19][C:14]1[CH:15]=[CH:16][CH:17]=[CH:18][C:13]=1[F:12])=[O:21]. Procedure: N-(2-Hydroxy-4-nitrophenyl)-N′-(2-fluorophenyl)urea was prepared from 2-hydroxy 4-nitro aniline (500 mg, 3.24 mmol) and 2-fluoro phenyl isocyanate (3.24 mmol) according to the procedure in General Method B. The product was purified by dilution with methylene chloride and precipitation with hexanes. Filtering afforded the title compound(0.59 g, 31%). EI-MS m/z 292 (M+H)+ The reactants are lithium anion, C[Sn](C)(C)Cl (trimethyl tin chloride), FC1=NC=CC=C1 (2-fluoropyridine). Solvent: C1CCOC1 (THF). The product is FC1=NC=CC=C1[Sn](C)(C)C (2-Fluoro-3-trimethylstannyl-pyridine). As a reaction SMILES: [F:1][C:2]1[CH:7]=[CH:6][CH:5]=[CH:4][N:3]=1.[CH3:8][Sn:9](Cl)([CH3:11])[CH3:10]>C1COCC1>[F:1][C:2]1[C:7]([Sn:9]([CH3:11])([CH3:10])[CH3:8])=[CH:6][CH:5]=[CH:4][N:3]=1. Procedure: Metalation of 2-fluoropyridine was performed as described in Estel, Marsais and Queguiner, J. Org. Chem. 53, 2740-2744, 1988. The lithium anion was quenched with 1 eq. of trimethyl tin chloride in THF (1M) at -78° C. and stirred for 30', quenched with 1M sodium bicarbonate and extracted with ethyl acetate. Upon Na2SO4 drying and evaporation under reduced pressure the resulting oil was used without further purification. Reactants: FC(S(=O)(=O)OC1=NC=C(C=C1)Cl)(F)F (5-chloropyridin-2-yl trifluoromethanesulfonate), C[Sn](C)(C)Cl (trimethyltin chloride). Yields the product ClC=1C=CC(=NC1)[Sn](C)(C)C (5-chloro-2-(trimethylstannyl)pyridine). Reaction SMILES: FC(F)(F)S(O[C:7]1[CH:12]=[CH:11][C:10]([Cl:13])=[CH:9][N:8]=1)(=O)=O.[CH3:16][Sn:17](Cl)([CH3:19])[CH3:18]>>[Cl:13][C:10]1[CH:11]=[CH:12][C:7]([Sn:17]([CH3:19])([CH3:18])[CH3:16])=[N:8][CH:9]=1. Procedure: 5-chloropyridin-2-yl trifluoromethanesulfonate (4.12 mmol) was used in Procedure I with trimethyltin chloride to yield 5-chloro-2-(trimethylstannyl)pyridine. The crude material (˜4 mmol) was used in Procedure K with N-(4-chloro-3-iodophenyl)-2-methyl-6-(trifluoromethyl)nicotinamide (2 mmol). Purified by silica gel chromatography (0-50% ethyl acetate/hexane) to yield N-(4-chloro-3-(5-chloropyridin-2-yl)phenyl)-2-methyl-6-(trifluoromethyl)nicotinamide as a white solid: TLC Rf=0.48 (25% ethyl aceta...